Dataset: the Open Reaction Database (ORD), a public repository of structured organic reaction records. Task: describe an organic reaction: reactants, conditions, products, and yield Reactants: CC1CN(Cc2ccc(Br)cc2)CCN1C(=O)OCc1ccccc1, CC1CNCCN1C(=O)OCc1ccccc1, CCOC(=O)C=Cc1ccc(C=O)cn1. The product is CCOC(=O)C=Cc1ccc(CN2CCN(C(=O)OCc3ccccc3)C(C)C2)cn1. Reaction SMILES: [Br:33][c:34]1[cH:35][cH:36][c:37]([CH2:38][N:39]2[CH2:40][CH2:41][N:42]([C:43]([O:44][CH2:45][c:46]3[cH:47][cH:48][cH:49][cH:50][cH:51]3)=[O:52])[CH:53]([CH3:54])[CH2:55]2)[cH:56][cH:57]1.[CH3:16][CH:17]1[N:18]([C:23](=[O:24])[O:25][CH2:26][c:27]2[cH:28][cH:29][cH:30][cH:31][cH:32]2)[CH2:19][CH2:20][NH:21][CH2:22]1.[CH:1](=[O:2])[c:3]1[cH:4][cH:5][c:6]([CH:9]=[CH:10][C:11](=[O:12])[O:13][CH2:14][CH3:15])[n:7][cH:8]1>>[CH2:1]([c:3]1[cH:4][cH:5][c:6]([CH:9]=[CH:10][C:11](=[O:12])[O:13][CH2:14][CH3:15])[n:7][cH:8]1)[N:21]1[CH2:20][CH2:19][N:18]([C:23](=[O:24])[O:25][CH2:26][c:27]2[cH:28][cH:29][cH:30][cH:31][cH:32]2)[CH:17]([CH3:16])[CH2:22]1. The reactants are ClS(=O)(=O)N=C=O (chlorosulfonyl isocyanate), O1N=C(C=C1)C1=C(C=CC=C1)O (2-(isoxazol-3-yl)phenol). Run in C1(=CC=CC=C1)C (toluene). Run at temperature 25 celsius, time 1 hour. The product is N(=C=O)S(=O)(=O)OC1=C(C=CC=C1)C1=NOC=C1 (2-(Isoxazol-3-yl)phenyl isocyanatosulfonate). Yield: 91.0%. Reaction SMILES: [O:1]1[CH:5]=[CH:4][C:3]([C:6]2[CH:11]=[CH:10][CH:9]=[CH:8][C:7]=2[OH:12])=[N:2]1.Cl[S:14]([N:17]=[C:18]=[O:19])(=[O:16])=[O:15]>C1(C)C=CC=CC=1>[N:17]([S:14]([O:12][C:7]1[CH:8]=[CH:9][CH:10]=[CH:11][C:6]=1[C:3]1[CH:4]=[CH:5][O:1][N:2]=1)(=[O:16])=[O:15])=[C:18]=[O:19]. Procedure details: To a solution containing 30 g of 2-(isoxazol-3-yl)phenol [prepared by the procedure of R. Beugelmans and C. Morin, J. Org. Chem., 42, 1356 (1977)] in 200 ml of dry toluene was added slowly 26.3 g of chlorosulfonyl isocyanate while maintaining the temperature at 20° to 30° C. with external cooling. The resulting suspension containing a while solid was stirred at 25° C. for 1 hour, then heated at 100° to 110° C. for 1 hour. The resulting slightly cloudy solution was cooled to 25° C., filtered, and... The reactants are OC1CCN(CC1)C(=O)N1CC(CC(C1)C1=CC=C(C=C1)C(F)(F)F)C(=O)O (1-[(4-Hydroxypiperidin-1-yl)carbonyl]-5-[4-(trifluoromethyl)phenyl]piperidine-3-carboxylic acid), ON=C(CCOC(C)C)N (N′-Hydroxy-3-(propan-2-yloxy)propanimidamide). Product: OC1CCN(CC1)C(=O)N1CC(CC(C1)C1=CC=C(C=C1)C(F)(F)F)C1=NC(=NO1)CCOC(C)C ((4-Hydroxypiperidin-1-yl) {3-{3-[2-(propan-2-yloxy)ethyl]-1,2,4-oxadiazol-5-yl}-5-[4-(trifluoro-methyl)phenyl]piperidin-1-yl}methanone). As a reaction SMILES: [OH:1][CH:2]1[CH2:7][CH2:6][N:5]([C:8]([N:10]2[CH2:15][CH:14]([C:16]3[CH:21]=[CH:20][C:19]([C:22]([F:25])([F:24])[F:23])=[CH:18][CH:17]=3)[CH2:13][CH:12]([C:26]([OH:28])=O)[CH2:11]2)=[O:9])[CH2:4][CH2:3]1.O[N:30]=[C:31]([NH2:38])[CH2:32][CH2:33][O:34][CH:35]([CH3:37])[CH3:36]>>[OH:1][CH:2]1[CH2:3][CH2:4][N:5]([C:8]([N:10]2[CH2:15][CH:14]([C:16]3[CH:17]=[CH:18][C:19]([C:22]([F:23])([F:25])[F:24])=[CH:20][CH:21]=3)[CH2:13][CH:12]([C:26]3[O:28][N:38]=[C:31]([CH2:32][CH2:33][O:34][CH:35]([CH3:37])[CH3:36])[N:30]=3)[CH2:11]2)=[O:9])[CH2:6][CH2:7]1. Procedure details: 100 mg (0.25 mmol) of the compound from Example 99A and 61 mg (0.38 mmol) of the compound from Example 65A were reacted according to the General Method 2. Yield: 82 mg (61% of theory)